From a dataset of the Open Reaction Database (ORD), a public repository of structured organic reaction records. describe an organic reaction: reactants, conditions, products, and yield Starting materials: Cl.C(C)(C)(C)OC(CN)=O (glycine tert-butyl ester hydrochloride), [N+](=O)([O-])C1=CC=C(C=C1)F (4-nitrofluorobenzene), C([O-])([O-])=O.[K+].[K+] (potassium carbonate). Run in CS(=O)C (DMSO). Reaction conditions: temperature 90 celsius. The product is C(C)(C)(C)OC(CNC1=CC=C(C=C1)[N+](=O)[O-])=O (N-(4-nitrophenyl)glycine tert-butyl ester). Isolated yield 81.3%. Reaction SMILES: Cl.[C:2]([O:6][C:7](=[O:10])[CH2:8][NH2:9])([CH3:5])([CH3:4])[CH3:3].[N+:11]([C:14]1[CH:19]=[CH:18][C:17](F)=[CH:16][CH:15]=1)([O-:13])=[O:12].C(=O)([O-])[O-].[K+].[K+]>CS(C)=O>[C:2]([O:6][C:7](=[O:10])[CH2:8][NH:9][C:17]1[CH:18]=[CH:19][C:14]([N+:11]([O-:13])=[O:12])=[CH:15][CH:16]=1)([CH3:5])([CH3:4])[CH3:3] |f:0.1,3.4.5|. Reported procedure: A mixture of glycine tert-butyl ester hydrochloride (3.35 g, 20 mmol), 4-nitrofluorobenzene (2.82 g, 20 mmol) and potassium carbonate (4.2 g, 30 mmol) in DMSO (15 mL) was heated at 90° C. for 22 hr. The reaction mixture was allowed to cool to room temperature and then poured onto crushed ice. The precipitated yellow solid was filtered, washed with water and dried (Na2SO4) to give N-(4-nitrophenyl)glycine tert-butyl ester (4.1 g, 81%). The reactants are N[C@@H](CCCNC(=O)N)C(=O)O (Citrulline), [N+](=O)(O)[O-].N[C@@H](CCCNC(=O)N)C(=O)O (Citrulline Nitrate), [N+](=O)(O)[O-] (nitric acid). Run in O (water). Product: [N+](=O)(O)[O-].[N+](=O)(O)[O-].N[C@@H](CCCNC(=O)N)C(=O)O (Citrulline Dinitrate), [N+](=O)(O)[O-].[N+](=O)(O)[O-].[N+](=O)(O)[O-].N[C@@H](CCCNC(=O)N)C(=O)O (Citrulline Trinitrate). RXN SMILES: [N+:1]([O-:4])([OH:3])=[O:2].[NH2:5][C@H:6]([C:14]([OH:16])=[O:15])[CH2:7][CH2:8][CH2:9][NH:10][C:11]([NH2:13])=[O:12].[N+:17]([O-:20])([OH:19])=[O:18].[NH2:21][C@H:22]([C:30]([OH:32])=[O:31])[CH2:23][CH2:24][CH2:25][NH:26][C:27]([NH2:29])=[O:28]>O>[N+:1]([O-:4])([OH:3])=[O:2].[N+:17]([O-:20])([OH:19])=[O:18].[NH2:5][C@H:6]([C:14]([OH:16])=[O:15])[CH2:7][CH2:8][CH2:9][NH:10][C:11]([NH2:13])=[O:12].[N+:1]([O-:4])([OH:3])=[O:2].[N+:1]([O-:4])([OH:3])=[O:2].[N+:1]([O-:4])([OH:3])=[O:2].[NH2:21][C@H:22]([C:30]([OH:32])=[O:31])[CH2:23][CH2:24][CH2:25][NH:26][C:27]([NH2:29])=[O:28] |f:0.1,5.6.7,8.9.10.11|. Procedure: Applicants have cost-effectively synthesized Citrulline Nitrate by combining nitric acid and Citrulline, mixing with water, and leaving to crystallize. Further nitratization can take place, yielding Citrulline Dinitrate or Citrulline Trinitrate. An alternative implementation may comprise using Nitrous Acid (HNO2) instead of Nitric Acid (HNO3), thus yielding Citrulline Nitrite. Citrulline Nitrite has the same effects as Citrulline Nitrate, the only difference being that it requires one less step ... The reactants are ice, C([O-])([O-])=O.[Na+].[Na+] (sodium carbonate), N1=C(Cl)N=C(Cl)N=C1Cl (cyanuric chloride), C(C)C(CN)CCCC (2-ethylhexylamine). Conditions: time 1 hour. Solvent: O (water), CC(=O)C (acetone), CC(=O)C (acetone). The product is C(C)C(CNC1=NC(=NC(=N1)Cl)Cl)CCCC (2-(2-ethylhexylamino)-4,6-dichloro-s-triazine). Isolated yield 95.0%. Reported procedure: A solution of cyanuric chloride (0.2 mol, 36.8 g) in acetone (300 ml) is introduced dropwise into crushed ice (100 g) in a round-bottom flask, with vigorous stirring, followed by a solution of 2-ethylhexylamine in acetone (100 ml), while maintaining the temperature between 0° and 5° C., and finally a solution of sodium carbonate (11.2 g, 0.1 mol) in 300 ml of water. The mixture is left stirring for one hour at 0°-5° C. The oil is extracted with dichloromethane and the organic phase is washed wit... RXN SMILES: [N:1]1[C:8]([Cl:9])=[N:7][C:5]([Cl:6])=[N:4][C:2]=1Cl.[CH2:10]([CH:12]([CH2:15][CH2:16][CH2:17][CH3:18])[CH2:13][NH2:14])[CH3:11].C(=O)([O-])[O-].[Na+].[Na+]>CC(C)=O.O>[CH2:10]([CH:12]([CH2:15][CH2:16][CH2:17][CH3:18])[CH2:13][NH:14][C:2]1[N:1]=[C:8]([Cl:9])[N:7]=[C:5]([Cl:6])[N:4]=1)[CH3:11] |f:2.3.4|. Product: COc1c(C)cnc(Cn2cc(C#CCN)c3c(Cl)nc(N)nc32)c1C. RXN SMILES: [C:1]([O:2][C:3](=[O:4])[NH:7][CH2:8][C:9]#[C:10][c:11]1[cH:12][n:13]([CH2:22][c:23]2[n:24][cH:25][c:26]([CH3:32])[c:27]([O:30][CH3:31])[c:28]2[CH3:29])[c:14]2[n:15][c:16]([NH2:21])[n:17][c:18]([Cl:20])[c:19]12)([CH3:5])([CH3:6])[CH3:33].[Cl:41][CH2:42][Cl:43].[F:34][C:35]([F:36])([F:37])[C:38]([OH:39])=[O:40]>>[NH2:7][CH2:8][C:9]#[C:10][c:11]1[cH:12][n:13]([CH2:22][c:23]2[n:24][cH:25][c:26]([CH3:32])[c:27]([O:30][CH3:31])[c:28]2[CH3:29])[c:14]2[n:15][c:16]([NH2:21])[n:17][c:18]([Cl:20])[c:19]12. Starting materials: COc1c(C)cnc(Cn2cc(C#CCNC(=O)OC(C)(C)C)c3c(Cl)nc(N)nc32)c1C, ClCCl, O=C(O)C(F)(F)F.